From a dataset of the Open Reaction Database (ORD), a public repository of structured organic reaction records. describe an organic reaction: reactants, conditions, products, and yield Reactants: CCOCC, CC(C)=O, [I-], [Na+], O=C1N(CCCCCl)CCN1c1ccccc1. As a reaction SMILES: [CH2:24]([O:25][CH2:26][CH3:27])[CH3:28].[CH3:20][C:21](=[O:22])[CH3:23].[I-:19].[Na+:18].[c:1]1([N:7]2[C:8](=[O:17])[N:9]([CH2:12][CH2:13][CH2:14][CH2:15][Cl:16])[CH2:10][CH2:11]2)[cH:2][cH:3][cH:4][cH:5][cH:6]1>>[c:1]1([N:7]2[C:8](=[O:17])[N:9]([CH2:12][CH2:13][CH2:14][CH2:15][I:19])[CH2:10][CH2:11]2)[cH:2][cH:3][cH:4][cH:5][cH:6]1. Yields the product O=C1N(CCCCI)CCN1c1ccccc1. Starting materials: C1CCC(CC1)N=C=NC2CCCCC2 (DCC), C1(=CC=CC=C1)CCCC(=O)O (4-phenylbutyric acid), CS(=O)(=O)OC1=CC2=CC=C(C=C2C=C1)C(N)=N (6-amidino-2-naphthol methanesulfonate). The solvent is N1=CC=CC=C1 (pyridine). Reaction conditions: time 30 minute. Product: C1(=CC=CC=C1)CCCC(=O)OC1=CC2=CC=C(C=C2C=C1)C(N)=N (6-amidino-2-naphthyl 4-phenylbutyrate). Isolated yield 39.2%. Reaction SMILES: [C:1]1([CH2:7][CH2:8][CH2:9][C:10]([OH:12])=[O:11])[CH:6]=[CH:5][CH:4]=[CH:3][CH:2]=1.C1CCC(N=C=NC2CCCCC2)CC1.CS(O[C:33]1[CH:42]=[CH:41][C:40]2[C:35](=[CH:36][CH:37]=[C:38]([C:43](=[NH:45])[NH2:44])[CH:39]=2)[CH:34]=1)(=O)=O>N1C=CC=CC=1>[C:1]1([CH2:7][CH2:8][CH2:9][C:10]([O:12][C:33]2[CH:42]=[CH:41][C:40]3[C:35](=[CH:36][CH:37]=[C:38]([C:43](=[NH:44])[NH2:45])[CH:39]=3)[CH:34]=2)=[O:11])[CH:6]=[CH:5][CH:4]=[CH:3][CH:2]=1. Procedure details: To a solution of 2.9 g of 4-phenylbutyric acid in 50 ml of anhydrous pyridine, while being cooled in ice and stirred, was added 4.4 g of DCC. After 30 minutes, 5.0 g of 6-amidino-2-naphthol methanesulfonate was added and the mixture was stirred for 24 hours at room temperature and removed of insolubles. Ethyl ether was added to the filtrate and the precipitate was collected by filtration. The precipitate was recrystallized from a DMF-ethyl ether mixture to obtain 2.3 g of a white powder of 6-ami...